Dataset: the Open Reaction Database (ORD), a public repository of structured organic reaction records. Task: describe an organic reaction: reactants, conditions, products, and yield Starting materials: OC1=CC=C(C(=O)O)C=C1 (p-hydroxybenzoic acid), C(C)(=O)OC(C)=O (acetic anhydride). Conditions: temperature 150 celsius. The product is C(C)(=O)OC1=CC=C(C(=O)O)C=C1 (p-acetoxybenzoic acid). Reaction SMILES: [OH:1][C:2]1[CH:10]=[CH:9][C:5]([C:6]([OH:8])=[O:7])=[CH:4][CH:3]=1.[C:11](OC(=O)C)(=[O:13])[CH3:12]>>[C:11]([O:1][C:2]1[CH:10]=[CH:9][C:5]([C:6]([OH:8])=[O:7])=[CH:4][CH:3]=1)(=[O:13])[CH3:12]. Procedure details: In a glass flask, were placed under a nitrogen stream 1,380 g of p-hydroxybenzoic acid and 1,120 g of acetic anhydride. The mixture was refluxed at 150° C. for 2 hours and then the temperature was raised while removing acetic acid by distillation. When the temperature reached 230° C., the p-acetoxybenzoic acid formed by acetylation was transferred into a double-arm kneader which had been heated to 230° C. At this stage, the p-acetoxybenzoic acid was liquid. While agitating at low speed, the temp... Reactants: O=C([O-])O, CO, ClCCCl, OCc1cccc(C=Cc2ccc3ccc(Cl)cc3n2)c1, [Na+], O=S(Cl)Cl. The product is ClCc1cccc(C=Cc2ccc3ccc(Cl)cc3n2)c1. As a reaction SMILES: [C:26](=[O:27])([OH:28])[O-:29].[CH3:31][OH:32].[Cl:33][CH2:34][CH2:35][Cl:36].[Cl:5][c:6]1[cH:7][cH:8][c:9]2[cH:10][cH:11][c:12]([CH:16]=[CH:17][c:18]3[cH:19][c:20]([CH2:21][OH:22])[cH:23][cH:24][cH:25]3)[n:13][c:14]2[cH:15]1.[Na+:30].[S:1]([Cl:2])([Cl:3])=[O:4]>>[Cl:3][CH2:21][c:20]1[cH:19][c:18]([CH:17]=[CH:16][c:12]2[cH:11][cH:10][c:9]3[cH:8][cH:7][c:6]([Cl:5])[cH:15][c:14]3[n:13]2)[cH:25][cH:24][cH:23]1. Reactants: S1C2=C(C=C1C(C)NC=1C(=NOC1C1=CC=C(C=C1)Br)C)C=CC=C2 ((1-benzo[b]thiophen-2-yl-ethyl)-[5-(4-bromo-phenyl)-3-methyl-isoxazol-4-yl]-amine), C(C)OC(=O)C1(CC1)C1=CC=C(C=C1)B1OC(C(O1)(C)C)(C)C (1-[4-(4,4,5,5-tetramethyl-[1,3,2]dioxaborolan-2-yl)-phenyl]-cyclopropanecarboxylic acid ethyl ester). The product is C(C)OC(=O)C1(CC1)C1=CC=C(C=C1)C1=CC=C(C=C1)C1=C(C(=NO1)C)NC(C)C1=CC2=C(S1)C=CC=C2 (1-{4′-[4-(1-Benzo[b]thiophen-2-yl-ethylamino)-3-methyl-isoxazol-5-yl]-biphenyl-4-yl}-cyclopropanecarboxylic acid ethyl ester). As a reaction SMILES: [S:1]1[C:5]([CH:6]([NH:8][C:9]2[C:10]([CH3:21])=[N:11][O:12][C:13]=2[C:14]2[CH:19]=[CH:18][C:17](Br)=[CH:16][CH:15]=2)[CH3:7])=[CH:4][C:3]2[CH:22]=[CH:23][CH:24]=[CH:25][C:2]1=2.[CH2:26]([O:28][C:29]([C:31]1([C:34]2[CH:39]=[CH:38][C:37](B3OC(C)(C)C(C)(C)O3)=[CH:36][CH:35]=2)[CH2:33][CH2:32]1)=[O:30])[CH3:27]>>[CH2:26]([O:28][C:29]([C:31]1([C:34]2[CH:39]=[CH:38][C:37]([C:17]3[CH:18]=[CH:19][C:14]([C:13]4[O:12][N:11]=[C:10]([CH3:21])[C:9]=4[NH:8][CH:6]([C:5]4[S:1][C:2]5[CH:25]=[CH:24][CH:23]=[CH:22][C:3]=5[CH:4]=4)[CH3:7])=[CH:15][CH:16]=3)=[CH:36][CH:35]=2)[CH2:32][CH2:33]1)=[O:30])[CH3:27]. Procedure details: Prepared according to the procedure described in Example 1, Step 7, using (1-benzo[b]thiophen-2-yl-ethyl)-[5-(4-bromo-phenyl)-3-methyl-isoxazol-4-yl]-amine and 1-[4-(4,4,5,5-tetramethyl-[1,3,2]dioxaborolan-2-yl)-phenyl]-cyclopropanecarboxylic acid ethyl ester. Starting materials: N1CCNCC1 (piperazine), ClCCOC(C(C1=CC=CC=C1)=O)C1=CC=CC=C1 (benzoin 2-chloroethyl ether), N1CCNCC1 (piperazine), C1(=CC=CC=C1)C (toluene). Run in CCOCC (ether). Conditions: temperature 140 celsius, time 2 hour. The product is N1(CCNCC1)CCOC(C(=O)C1=CC=CC=C1)C1=CC=CC=C1 (2-(2-piperazinoethoxy)-1,2-diphenyl-ethanone). Reaction SMILES: Cl[CH2:2][CH2:3][O:4][CH:5]([C:14]1[CH:19]=[CH:18][CH:17]=[CH:16][CH:15]=1)[C:6](=[O:13])[C:7]1[CH:12]=[CH:11][CH:10]=[CH:9][CH:8]=1.[NH:20]1[CH2:25][CH2:24][NH:23][CH2:22][CH2:21]1.C1(C)C=CC=CC=1>CCOCC>[N:20]1([CH2:2][CH2:3][O:4][CH:5]([C:14]2[CH:19]=[CH:18][CH:17]=[CH:16][CH:15]=2)[C:6]([C:7]2[CH:12]=[CH:11][CH:10]=[CH:9][CH:8]=2)=[O:13])[CH2:25][CH2:24][NH:23][CH2:22][CH2:21]1. Reported procedure: 27 g (0.1 mole) of benzoin 2-chloroethyl ether and 34 g (0.4 mole) of piperazine are heated to 70° C. After 11/2 hours, 5 ml of toluene are added in order to prevent the piperazine from subliming and the mixture is heated to 140° C. and kept for 2 hours at reflux temperature. After cooling, the reaction mixture is diluted with ether and extracted with dilute hydrochlorid acid. The hydrochloric acid solution is freed from ether and neutralised with K2CO3. The alkaline solution is extracted with e... The reactants are [N+](=O)([O-])C1=C(C(=O)OC)C=CC=C1C (Methyl 2-nitro-3-methylbenzoate), BrN1C(CCC1=O)=O (N-bromosuccinimide), N(=NC(C#N)(C)C)C(C#N)(C)C (2,2'-Azobis(2-methylpropionitrile)). Run in C(Cl)(Cl)(Cl)Cl (carbon tetrachloride). The product is [N+](=O)([O-])C1=C(C(=O)OC)C=CC=C1CBr (Methyl 2-nitro-3-bromomethylbenzoate). Reaction SMILES: [N+:1]([C:4]1[C:13]([CH3:14])=[CH:12][CH:11]=[CH:10][C:5]=1[C:6]([O:8][CH3:9])=[O:7])([O-:3])=[O:2].[Br:15]N1C(=O)CCC1=O.N(C(C)(C)C#N)=NC(C)(C)C#N>C(Cl)(Cl)(Cl)Cl>[N+:1]([C:4]1[C:13]([CH2:14][Br:15])=[CH:12][CH:11]=[CH:10][C:5]=1[C:6]([O:8][CH3:9])=[O:7])([O-:3])=[O:2]. Procedure details: Methyl 2-nitro-3-methylbenzoate (15.3 gm) was suspended in carbon tetrachloride (45 mL) along with N-bromosuccinimide (15 3 gm) and heated to reflux. 2,2'-Azobis(2-methylpropionitrile) (AIBN) (0.4 gm) was added to the refluxing solution in four equal portions over 48 hours. The reaction was cooled to room temperature, filtered, and concentrated. The residue consisted of a mixture of starting material, desired product, and dibrominated material which were difficult to separate and so were used in...